From a dataset of the Open Reaction Database (ORD), a public repository of structured organic reaction records. describe an organic reaction: reactants, conditions, products, and yield Starting materials: ClCC=1N=C(OC1C)C1=CC=C(C=C1)OC(C)C (4-chloromethyl-2-(4-isopropoxy-phenyl)-5-methyl-oxazole), C([O-])([O-])=O.[K+].[K+] (potassium carbonate), [I-].[K+] (potassium iodide), COC(C(CC1=CC=C(C=2C=COC21)O)OCC)=O (2-ethoxy-3-(4-hydroxy-benzofuran-7-yl)-propionic acid methyl ester). Yields the product COC(C(CC1=CC=C(C=2C=COC21)OCC=2N=C(OC2C)C2=CC=C(C=C2)OC(C)C)OCC)=O ([rac]-2-ethoxy-3-{4-[2-(4-isopropoxy-phenyl)-5-methyl-oxazol-4-ylmethoxy]-benzofuran-7-yl}-propionic acid methyl ester). RXN SMILES: [CH3:1][O:2][C:3](=[O:19])[CH:4]([O:16][CH2:17][CH3:18])[CH2:5][C:6]1[C:14]2[O:13][CH:12]=[CH:11][C:10]=2[C:9]([OH:15])=[CH:8][CH:7]=1.Cl[CH2:21][C:22]1[N:23]=[C:24]([C:28]2[CH:33]=[CH:32][C:31]([O:34][CH:35]([CH3:37])[CH3:36])=[CH:30][CH:29]=2)[O:25][C:26]=1[CH3:27].C(=O)([O-])[O-].[K+].[K+].[I-].[K+]>>[CH3:1][O:2][C:3](=[O:19])[CH:4]([O:16][CH2:17][CH3:18])[CH2:5][C:6]1[C:14]2[O:13][CH:12]=[CH:11][C:10]=2[C:9]([O:15][CH2:21][C:22]2[N:23]=[C:24]([C:28]3[CH:33]=[CH:32][C:31]([O:34][CH:35]([CH3:37])[CH3:36])=[CH:30][CH:29]=3)[O:25][C:26]=2[CH3:27])=[CH:8][CH:7]=1 |f:2.3.4,5.6|. Reported procedure: In analogy to the procedure described in example 120 f], 2-ethoxy-3-(4-hydroxy-benzofuran-7-yl)-propionic acid methyl ester (example 120 e]) was reacted with 4-chloromethyl-2-(4-isopropoxy-phenyl)-5-methyl-oxazole in the presence of potassium carbonate and potassium iodide to yield [rac]-2-ethoxy-3-{4-[2-(4-isopropoxy-phenyl)-5-methyl-oxazol-4-ylmethoxy]-benzofuran-7-yl}-propionic acid methyl ester, which was further saponified in analogy to the procedure described in example 120 f] to yield [ra...